From a dataset of the Open Reaction Database (ORD), a public repository of structured organic reaction records. describe an organic reaction: reactants, conditions, products, and yield The reactants are COC(=O)c1ncc(-c2cccc(C(F)(F)F)c2)cc1C, Cc1cc(-c2ccc(Cl)c(Cl)c2)cnc1C(=O)N1CCC(N2CCCC2)CC1, OB(O)c1cc(C(F)(F)F)ccc1F, [Na+], [Na+], O=C([O-])[O-], C1COCCO1, O. The product is Cc1cc(-c2cc(C(F)(F)F)ccc2F)cnc1C(=O)N1CCC(N2CCCC2)CC1. As a reaction SMILES: [CH3:1][O:2][C:3]([c:4]1[c:5]([CH3:6])[cH:7][c:8](-[c:9]2[cH:10][cH:11][cH:12][c:13]([C:14]([F:15])([F:16])[F:17])[cH:18]2)[cH:19][n:20]1)=[O:21].[Cl:22][c:23]1[cH:24][c:25](-[c:30]2[cH:31][c:32]([CH3:49])[c:33]([C:36](=[O:37])[N:38]3[CH2:39][CH2:40][CH:41]([N:44]4[CH2:45][CH2:46][CH2:47][CH2:48]4)[CH2:42][CH2:43]3)[n:34][cH:35]2)[cH:26][cH:27][c:28]1[Cl:29].[F:50][c:51]1[c:52]([B:61]([OH:62])[OH:63])[cH:53][c:54]([C:57]([F:58])([F:59])[F:60])[cH:55][cH:56]1.[Na+:64].[Na+:65].[O-:66][C:67](=[O:68])[O-:69].[O:71]1[CH2:72][CH2:73][O:74][CH2:75][CH2:76]1.[OH2:70]>>[c:30]1(-[c:52]2[c:51]([F:50])[cH:56][cH:55][c:54]([C:57]([F:58])([F:59])[F:60])[cH:53]2)[cH:31][c:32]([CH3:49])[c:33]([C:36](=[O:37])[N:38]2[CH2:39][CH2:40][CH:41]([N:44]3[CH2:45][CH2:46][CH2:47][CH2:48]3)[CH2:42][CH2:43]2)[n:34][cH:35]1.